Dataset: the Open Reaction Database (ORD), a public repository of structured organic reaction records. Task: describe an organic reaction: reactants, conditions, products, and yield RXN SMILES: [CH3:15][CH2:16][O:17][CH2:18][CH3:19].[F:2][c:3]1[n:4][c:5]([O:10][C:11]([F:12])([F:13])[F:14])[cH:6][c:7]([F:9])[n:8]1.[NH3:1]>>[NH2:1][c:3]1[n:4][c:5]([O:10][C:11]([F:12])([F:13])[F:14])[cH:6][c:7]([F:9])[n:8]1. Reactants: CCOCC, Fc1cc(OC(F)(F)F)nc(F)n1, N. Product: Nc1nc(F)cc(OC(F)(F)F)n1. Starting materials: CC(NC(=O)c1cc(Cl)cnc1Cl)c1ccc(C(=O)OC(C)(C)C)cc1, Oc1ccc(Cl)cc1F. Product: CC(NC(=O)c1cc(Cl)cnc1Oc1ccc(Cl)cc1F)c1ccc(C(=O)OC(C)(C)C)cc1. As a reaction SMILES: [Cl:1][c:2]1[n:3][cH:4][c:5]([Cl:26])[cH:6][c:7]1[C:8](=[O:9])[NH:10][CH:11]([CH3:12])[c:13]1[cH:14][cH:15][c:16]([C:17](=[O:18])[O:19][C:20]([CH3:21])([CH3:22])[CH3:23])[cH:24][cH:25]1.[Cl:27][c:28]1[cH:29][c:30]([F:35])[c:31]([OH:34])[cH:32][cH:33]1>>[c:2]1([O:34][c:31]2[c:30]([F:35])[cH:29][c:28]([Cl:27])[cH:33][cH:32]2)[n:3][cH:4][c:5]([Cl:26])[cH:6][c:7]1[C:8](=[O:9])[NH:10][CH:11]([CH3:12])[c:13]1[cH:14][cH:15][c:16]([C:17](=[O:18])[O:19][C:20]([CH3:21])([CH3:22])[CH3:23])[cH:24][cH:25]1. Starting materials: solution, B(Br)(Br)Br (boron tribromide), COC1=CC=C(C=C1)S(=O)(=O)C1=C(C=C(S1)S(=O)(=O)N)C (5-(4-methoxyphenylsulfonyl)-4-methylthiophene-2-sulfonamide), O (water), C(C)(=O)OCC (ethyl acetate). The solvent is C(Cl)Cl (methylene chloride), C(Cl)Cl (methylene chloride). Run at time 5 hour. The product is OC1=CC=C(C=C1)S(=O)(=O)C1=C(C=C(S1)S(=O)(=O)N)C (5-(4-Hydroxyphenylsulfonyl)-4-methylthiophene-2-sulfonamide). Yield: 67.0%. RXN SMILES: C[O:2][C:3]1[CH:8]=[CH:7][C:6]([S:9]([C:12]2[S:16][C:15]([S:17]([NH2:20])(=[O:19])=[O:18])=[CH:14][C:13]=2[CH3:21])(=[O:11])=[O:10])=[CH:5][CH:4]=1.B(Br)(Br)Br.O.C(OCC)(=O)C>C(Cl)Cl>[OH:2][C:3]1[CH:8]=[CH:7][C:6]([S:9]([C:12]2[S:16][C:15]([S:17]([NH2:20])(=[O:18])=[O:19])=[CH:14][C:13]=2[CH3:21])(=[O:10])=[O:11])=[CH:5][CH:4]=1. Reported procedure: 5-(4-methoxyphenylsulfonyl)-4-methylthiophene-2-sulfonamide (9.75 g, 0.028 mol) was suspended in methylene chloride (150 ml) and a 1.0M solution of boron tribromide in methylene chloride (90 ml, 0.09 mol) was added dropwise over 1/2 hour, at 0° C. Then the solution was stirred at ambient temperature for 5 hours. The solution was added to ice and water (500 ml) and ethyl acetate (500 ml) was added. The organic layer was separated, washed with saturated NaCl, saturated NaHCO3 and again with satura... The reactants are C(C)OC(CC1=CC=C(C=C1)NC(=O)C1=COC(=C1)Br)=O ({4-[(5-Bromo-furan-3-carbonyl)-amino]-phenyl}-acetic acid ethyl ester), CC1(OB(OC1(C)C)C1=CC=C(C=C1)O)C (4-(4,4,5,5-tetramethyl-[1,3,2]dioxaborolan-2-yl)-phenol), C([O-])([O-])=O.[Cs+].[Cs+] (cesium carbonate). Reagents/catalysts: C1=CC=C(C=C1)P([C-]2C=CC=C2)C3=CC=CC=C3.C1=CC=C(C=C1)P([C-]2C=CC=C2)C3=CC=CC=C3.Cl[Pd]Cl.[Fe+2] ([1,1′-bis(diphenylphosphino)ferrocene]dichloropalladium(II)). Solvent: CN(C=O)C (N,N-dimethylformamide). The product is C(C)OC(CC1=CC=C(C=C1)NC(=O)C1=COC(=C1)C1=CC=C(C=C1)O)=O ((4-{[5-(4-hydroxy-phenyl)-furan-3-carbonyl]-amino}-phenyl)-acetic acid ethyl ester). The yield is 38.2%. Reaction SMILES: [CH2:1]([O:3][C:4](=[O:21])[CH2:5][C:6]1[CH:11]=[CH:10][C:9]([NH:12][C:13]([C:15]2[CH:19]=[C:18](Br)[O:17][CH:16]=2)=[O:14])=[CH:8][CH:7]=1)[CH3:2].CC1(C)C(C)(C)OB([C:30]2[CH:35]=[CH:34][C:33]([OH:36])=[CH:32][CH:31]=2)O1.C(=O)([O-])[O-].[Cs+].[Cs+]>CN(C)C=O.C1C=CC(P(C2C=CC=CC=2)[C-]2C=CC=C2)=CC=1.C1C=CC(P(C2C=CC=CC=2)[C-]2C=CC=C2)=CC=1.Cl[Pd]Cl.[Fe+2]>[CH2:1]([O:3][C:4](=[O:21])[CH2:5][C:6]1[CH:11]=[CH:10][C:9]([NH:12][C:13]([C:15]2[CH:19]=[C:18]([C:30]3[CH:35]=[CH:34][C:33]([OH:36])=[CH:32][CH:31]=3)[O:17][CH:16]=2)=[O:14])=[CH:8][CH:7]=1)[CH3:2] |f:2.3.4,6.7.8.9|. Procedure details: A solution of {4-[(5-Bromo-furan-3-carbonyl)-amino]-phenyl}-acetic acid ethyl ester (828 mg, 2.35 mmoles) (8), 4-(4,4,5,5-tetramethyl-[1,3,2]dioxaborolan-2-yl)-phenol (518 mg, 2.35 mmoles), [1,1′-bis(diphenylphosphino)ferrocene]dichloropalladium(II) (50 mg) and 2M aqueous cesium carbonate (3.5 ml, 3.5 mmoles) in N,N-dimethylformamide (20 ml) was heated in a microwave reactor at 100° C. for 15 minutes. The solvent was evaporated, and the residue was purified by flash chromatography (gradient elut...